Dataset: the Open Reaction Database (ORD), a public repository of structured organic reaction records. Task: describe an organic reaction: reactants, conditions, products, and yield Reactants: C(=O)(OC(C)(C)C)N1C[C@H](OCC1)CC1=CC(=CC=C1)C=CC=1C=NC=CC1 (N-Boc-(R)-2-(3-(2-(3-pyridinyl)vinyl)-benzyl)morpholine), C(C1=CC=CC=C1)N1C(C(OCC1)CC1=CC(=CC=C1)Br)=O (N-benzyl-2-(3-bromobenzyl)-morpholin-3-one), B (borane). The product is C(C1=CC=CC=C1)N1CC(OCC1)CC1=CC(=CC=C1)Br (N-Benzyl-2-(3-bromobenzyl)-morpholine). RXN SMILES: C(N1CCO[C@H](CC2C=CC=C(C=CC3C=NC=CC=3)C=2)C1)(OC(C)(C)C)=O.[CH2:29]([N:36]1[CH2:41][CH2:40][O:39][CH:38]([CH2:42][C:43]2[CH:48]=[CH:47][CH:46]=[C:45]([Br:49])[CH:44]=2)[C:37]1=O)[C:30]1[CH:35]=[CH:34][CH:33]=[CH:32][CH:31]=1.B>>[CH2:29]([N:36]1[CH2:41][CH2:40][O:39][CH:38]([CH2:42][C:43]2[CH:48]=[CH:47][CH:46]=[C:45]([Br:49])[CH:44]=2)[CH2:37]1)[C:30]1[CH:31]=[CH:32][CH:33]=[CH:34][CH:35]=1. Procedure: N-Benzyl-2-(3-bromobenzyl)-morpholine was prepared as described for example 71, intermediate (a), but using N-benzyl-2-(3-bromobenzyl)-morpholin-3-one and borane and was isolated as a pale yellow oil. Starting materials: C(C)N(C=1C=C(C=C(C1)C1=CC=C(C=C1)C)C(=O)O)C(C(C)C)=O (5-(Ethyl-isobutyryl-amino)-4′-methyl-biphenyl-3-carboxylic acid), N1=C(C=NC=C1)C(C)N (1-pyrazin-2-yl-ethylamine). Product: N1=C(C=NC=C1)C(C)NC(=O)C=1C=C(C=C(C1)N(C(C(C)C)=O)CC)C1=CC=C(C=C1)C (5-(ethyl-isobutyryl-amino)-4′-methyl-biphenyl-3-carboxylic acid (1-pyrazin-2-yl-ethyl)-amide). As a reaction SMILES: [CH2:1]([N:3]([C:20](=[O:24])[CH:21]([CH3:23])[CH3:22])[C:4]1[CH:5]=[C:6]([C:17](O)=[O:18])[CH:7]=[C:8]([C:10]2[CH:15]=[CH:14][C:13]([CH3:16])=[CH:12][CH:11]=2)[CH:9]=1)[CH3:2].[N:25]1[CH:30]=[CH:29][N:28]=[CH:27][C:26]=1[CH:31]([NH2:33])[CH3:32]>>[N:25]1[CH:30]=[CH:29][N:28]=[CH:27][C:26]=1[CH:31]([NH:33][C:17]([C:6]1[CH:7]=[C:8]([C:10]2[CH:11]=[CH:12][C:13]([CH3:16])=[CH:14][CH:15]=2)[CH:9]=[C:4]([N:3]([CH2:1][CH3:2])[C:20](=[O:24])[CH:21]([CH3:22])[CH3:23])[CH:5]=1)=[O:18])[CH3:32]. Procedure: 5-(Ethyl-isobutyryl-amino)-4′-methyl-biphenyl-3-carboxylic acid was reacted with 1-pyrazin-2-yl-ethylamine following the procedure of step 5 of Example 1 to give 5-(ethyl-isobutyryl-amino)-4′-methyl-biphenyl-3-carboxylic acid (1-pyrazin-2-yl-ethyl)-amide, MS (M+H)=431. The reactants are COC=1C(=CSC1C1=CC=2CCCCC2C=C1)C(C)=O (1-[4-methoxy-5-(5,6,7,8-tetrahydronaphthalen-2-yl)thiophen-3-yl]ethanone), B(Br)(Br)Br (boron tribromide), ice. The solvent is C(Cl)(Cl)Cl (chloroform). Yields the product OC=1C(=CSC1C1=CC=2CCCCC2C=C1)C(C)=O (1-[4-hydroxy-5-(5,6,7,8-tetrahydronaphthalen-2-yl)thiophen-3-yl]ethanone). The yield is 46.0%. As a reaction SMILES: C[O:2][C:3]1[C:4]([C:18](=[O:20])[CH3:19])=[CH:5][S:6][C:7]=1[C:8]1[CH:17]=[CH:16][C:15]2[CH2:14][CH2:13][CH2:12][CH2:11][C:10]=2[CH:9]=1.B(Br)(Br)Br>C(Cl)(Cl)Cl>[OH:2][C:3]1[C:4]([C:18](=[O:20])[CH3:19])=[CH:5][S:6][C:7]=1[C:8]1[CH:17]=[CH:16][C:15]2[CH2:14][CH2:13][CH2:12][CH2:11][C:10]=2[CH:9]=1. Procedure details: To 2.4 g of 1-[4-methoxy-5-(5,6,7,8-tetrahydronaphthalen-2-yl)thiophen-3-yl]ethanone in chloroform (25 ml) cooled with ice, 9.4 ml of boron tribromide (1.0 M dichloromethane solution) was added dropwise, and then the reaction mixture was allowed to react for 1.5 hours. The reaction mixture was poured into 300 ml of ice-cold water and extracted with 250 ml of chloroform. The aqueous layer was extracted with 100 ml of chloroform once, and the extract was combined with the previously chloroform ext... The reactants are N1=CNC2=C1C=CC(=C2)C=O (benzimidazol-5-carbaldehyde), CC(=O)O (AcOH), NC1=CC=CC=C1 (aniline), [BH-](OC(=O)C)(OC(=O)C)OC(=O)C.[Na+] (NaBH(AcO)3). The product is N1C=NC2=C1C=CC(=C2)CNC2=CC=CC=C2 (N-((1H-Benzo[d]imidazol-5-yl)methyl)benzenamine). As a reaction SMILES: [N:1]1[C:5]2[CH:6]=[CH:7][C:8]([CH:10]=O)=[CH:9][C:4]=2[NH:3][CH:2]=1.[NH2:12][C:13]1[CH:18]=[CH:17][CH:16]=[CH:15][CH:14]=1.[BH-](OC(C)=O)(OC(C)=O)OC(C)=O.[Na+].CC(O)=O>>[NH:1]1[C:5]2[CH:6]=[CH:7][C:8]([CH2:10][NH:12][C:13]3[CH:18]=[CH:17][CH:16]=[CH:15][CH:14]=3)=[CH:9][C:4]=2[N:3]=[CH:2]1 |f:2.3|. Procedure details: The compound was synthesized starting from benzimidazol-5-carbaldehyde (146 mg; 1 mmol; 1 eq.), aniline (0.095 ml; 1 mmol; 1 eq.), NaBH(AcO)3 (318 mg; 1.5 mmol; 1.5 eq.) and AcOH (0.095 ml; 1.5 mmol; 1.5 eq.) as described above. Yield: 0.160 g (71%); MS m/z: 224.3 [M+H]+; 1H-NMR (400 MHz, DMSO d6): δ 4.34-4.35 (m, 2H); 6.20.6.21 (m, 1H); 6.45-6.49 (m, 1H); 6.57-6.59 (m, 1H); 6.98-7.02 (m, 1H); 7.17-7.26 (m, 2H); 7.39-7.43 (m, 1H); 7.49-7.52 (m, 2H); 12.34-12.39 (br m, 1H); HPLC (METHOD [A]): rt ... Starting materials: C(#C)C1=C(C=CC2=CC=CC=C12)CCCCCC (1-ethynyl-2-hexylnaphthalene), BrCCCCCC (bromohexane), BrCC(CCCC)CC (1-bromo-2-ethylhexane). Yields the product C(#C)C1=C(C=CC2=CC=CC=C12)CC(CCCC)CC (1-Ethynyl-2-(2-ethylhexyl)naphthalene). RXN SMILES: [C:1]([C:3]1[C:12]2[C:7](=[CH:8][CH:9]=[CH:10][CH:11]=2)[CH:6]=[CH:5][C:4]=1[CH2:13][CH2:14][CH2:15][CH2:16][CH2:17][CH3:18])#[CH:2].Br[CH2:20][CH2:21]CCCC.BrCC(CC)CCCC>>[C:1]([C:3]1[C:12]2[C:7](=[CH:8][CH:9]=[CH:10][CH:11]=2)[CH:6]=[CH:5][C:4]=1[CH2:13][CH:14]([CH2:20][CH3:21])[CH2:15][CH2:16][CH2:17][CH3:18])#[CH:2]. Reported procedure: 1-Ethynyl-2-(2-ethylhexyl)naphthalene was prepared in a similar manner to 1-ethynyl-2-hexylnaphthalene, except that bromohexane was replaced by 1-bromo-2-ethylhexane. Reactants: ice water, P(=O)(Cl)(Cl)Cl (phosphorus oxychloride), NC1=NC(=NS1)/C(/C(=O)O)=N/OCF (2-(5-amino-1,2,4-thiadiazol-3-yl)-2(Z)fluoromethoxyiminoacetic acid), CN(C=O)C (N,N-dimethylformamide). Solvent: O1CCCC1 (tetrahydrofuran), O1CCCC1 (THF). Run at temperature -12 celsius, time 20 minute. The product is NC1=NC(=NS1)/C(/C(=O)Cl)=N/OCF (2-(5-amino-1,2,4-thiadiazol-3-yl)-2(Z)-fluoromethoxyiminoacetyl chloride). Reaction SMILES: [NH2:1][C:2]1[S:6][N:5]=[C:4](/[C:7](=[N:11]/[O:12][CH2:13][F:14])/[C:8](O)=[O:9])[N:3]=1.P(Cl)(Cl)([Cl:17])=O.CN(C)C=O>O1CCCC1>[NH2:1][C:2]1[S:6][N:5]=[C:4](/[C:7](=[N:11]/[O:12][CH2:13][F:14])/[C:8]([Cl:17])=[O:9])[N:3]=1. Procedure details: In 30.0 ml of tetrahydrofuran (THF), 10.0 g (45.42 mmol) of 2-(5-amino-1,2,4-thiadiazol-3-yl)-2(Z)fluoromethoxyiminoacetic acid were stirred at room temperature to completely dissolve the latter in the former, followed by cooling to -12° C. Added dropwise to the reaction mixture was a chlorinating reagent, which had been prepared beforehand by gradually adding 7.65 g (49.89 mmol) of phosphorus oxychloride at 5° C. into a mixture of 20 ml of THF and 3.7 g (49.93 mmol) of N,N-dimethylformamide (DM...